From a dataset of the Open Reaction Database (ORD), a public repository of structured organic reaction records. describe an organic reaction: reactants, conditions, products, and yield Starting materials: [Si](C)(C)(C(C)(C)C)O[C@H](C)[C@H]1C(N[C@@H]1[C@@H](C)C(=O)OCC1=CC=C(C=C1)OC)=O ((3S,4S)-3-[(1R)-1-t-butyldimethylsilyloxyethyl]-4-[(1R)-1-p-methoxybenzyloxycarbonylethyl]azetidin-2-one), BrCC(=O)OCC1=CC=C(C=C1)[N+](=O)[O-] (p-nitrobenzyl alpha-bromoacetate), [OH-].[Na+] (sodium hydroxide). Reagents/catalysts: [Cl-].C(C)[N+](CC1=CC=CC=C1)(CC)CC (triethylbenzylammonium chloride). The solvent is C(Cl)Cl (methylene chloride), O (water). Conditions: time 30 minute. Product: [Si](C)(C)(C(C)(C)C)O[C@H](C)[C@H]1C(N([C@@H]1[C@@H](C)C(=O)OCC1=CC=C(C=C1)OC)CC(=O)OCC1=CC=C(C=C1)[N+](=O)[O-])=O ((3S,4S)-3-[(1R)-1-t-butyldimethylsilyloxyethyl]-4-[(1R)-1-p-methoxybenzyloxycarbonylethyl]-1-(p-nitrobenzyloxycarbonylmethyl)azetidin-2-one). As a reaction SMILES: [Si:1]([O:8][C@@H:9]([C@@H:11]1[C@@H:14]([C@H:15]([C:17]([O:19][CH2:20][C:21]2[CH:26]=[CH:25][C:24]([O:27][CH3:28])=[CH:23][CH:22]=2)=[O:18])[CH3:16])[NH:13][C:12]1=[O:29])[CH3:10])([C:4]([CH3:7])([CH3:6])[CH3:5])([CH3:3])[CH3:2].Br[CH2:31][C:32]([O:34][CH2:35][C:36]1[CH:41]=[CH:40][C:39]([N+:42]([O-:44])=[O:43])=[CH:38][CH:37]=1)=[O:33].[OH-].[Na+]>C(Cl)Cl.[Cl-].C([N+](CC)(CC)CC1C=CC=CC=1)C.O>[Si:1]([O:8][C@@H:9]([C@@H:11]1[C@@H:14]([C@H:15]([C:17]([O:19][CH2:20][C:21]2[CH:22]=[CH:23][C:24]([O:27][CH3:28])=[CH:25][CH:26]=2)=[O:18])[CH3:16])[N:13]([CH2:31][C:32]([O:34][CH2:35][C:36]2[CH:41]=[CH:40][C:39]([N+:42]([O-:44])=[O:43])=[CH:38][CH:37]=2)=[O:33])[C:12]1=[O:29])[CH3:10])([C:4]([CH3:7])([CH3:5])[CH3:6])([CH3:3])[CH3:2] |f:2.3,5.6|. Procedure details: To a solution of (3S,4S)-3-[(1R)-1-t-butyldimethylsilyloxyethyl]-4-[(1R)-1-p-methoxybenzyloxycarbonylethyl]azetidin-2-one (1.12 g) in methylene chloride (14 ml), there were successively added p-nitrobenzyl alpha-bromoacetate (1.09 g), 50% aqueous sodium hydroxide solution (0.85 g) and triethylbenzylammonium chloride (303 mg), followed by stirring at room temperature for 30 minutes. The reaction mixture was diluted with water and extracted with a mixture of diethyl ether and methylene chloride (3...